This data is from the Open Reaction Database (ORD), a public repository of structured organic reaction records. The task is: describe an organic reaction: reactants, conditions, products, and yield Reactants: C(C1=CC=CC=C1)OC(=O)N[C@@H]1CN(C[C@@H]1OC(C1=CC=CC=C1)(C1=CC=C(C=C1)OC)C1=CC=C(C=C1)OC)C(=O)OC(C)(C)C ((3R,4S)-tert-butyl 3-(benzyloxycarbonylamino)-4-(bis(4-methoxyphenyl)(phenyl)methoxy)pyrrolidine-1-carboxylate). Solvent: C(=O)(C(F)(F)F)O.ClCCl (TFA dichloromethane). Reaction conditions: time 2.5 hour. Product: O[C@@H]1[C@@H](CNC1)NC(OCC1=CC=CC=C1)=O (benzyl (3R,4S)-4-hydroxypyrrolidin-3-ylcarbamate). The yield is 107.8%. RXN SMILES: [CH2:1]([O:8][C:9]([NH:11][C@H:12]1[C@@H:16]([O:17]C(C2C=CC(OC)=CC=2)(C2C=CC(OC)=CC=2)C2C=CC=CC=2)[CH2:15][N:14](C(OC(C)(C)C)=O)[CH2:13]1)=[O:10])[C:2]1[CH:7]=[CH:6][CH:5]=[CH:4][CH:3]=1>C(O)(C(F)(F)F)=O.ClCCl>[OH:17][C@H:16]1[CH2:15][NH:14][CH2:13][C@H:12]1[NH:11][C:9](=[O:10])[O:8][CH2:1][C:2]1[CH:3]=[CH:4][CH:5]=[CH:6][CH:7]=1 |f:1.2|. Reported procedure: A solution of (3R,4S)-tert-butyl 3-(benzyloxycarbonylamino)-4-(bis(4-methoxyphenyl)(phenyl)methoxy)pyrrolidine-1-carboxylate (2.18 g, 3.14 mmol) was stirred in a 10% TFA/dichloromethane solution (30 mL) for 30 minutes. The solution was concentrated under reduced pressure and the residue dissolved in ethyl acetate (15 mL) and treated with 2N HCl-diethyl ether (30 mL) for 1 hour. The resulting precipitate was collected by filtration and washed with ethyl acetate and dried to an off-white solid. Th... Reactants: C(C)OCC (Diethyl ether), C(C1=CC=CC=C1)(=O)Cl (Benzoyl chloride), BrC1=CC=CC=2N1N=C(N2)N (5-bromo[1,2,4]triazolo[1,5-a]pyridin-2-amine), N1=CC=CC=C1 (pyridine). Run in C(Cl)Cl (DCM). Product: BrC1=CC=CC=2N1N=C(N2)NC(C2=CC=CC=C2)=O (N-(5-bromo[1,2,4]triazolo[1,5-a]pyridin-2-yl)benzamide). Isolated yield 99.8%. Reaction SMILES: [C:1](Cl)(=[O:8])[C:2]1[CH:7]=[CH:6][CH:5]=[CH:4][CH:3]=1.[Br:10][C:11]1[N:16]2[N:17]=[C:18]([NH2:20])[N:19]=[C:15]2[CH:14]=[CH:13][CH:12]=1.N1C=CC=CC=1.C(OCC)C>C(Cl)Cl>[Br:10][C:11]1[N:16]2[N:17]=[C:18]([NH:20][C:1](=[O:8])[C:2]3[CH:7]=[CH:6][CH:5]=[CH:4][CH:3]=3)[N:19]=[C:15]2[CH:14]=[CH:13][CH:12]=1. Reported procedure: Benzoyl chloride (4.40 g; 31.4 mmol; 2.0 eq.) was added to a suspension of 5-bromo[1,2,4]triazolo[1,5-a]pyridin-2-amine ((A3), 3.34 g; 15.7 mmol; 1.0 eq.) in pyridine (2.53 mL; 31.4 mmol; 2.0 eq.) and DCM (60 mL). The reaction mixture was then heated at reflux for 4 hours, after which it was cooled down to rt. Diethyl ether was added to the reaction mixture and the solid which precipitated was filtered off. The precipitate was resuspended in an aqueous mixture (pH 4/5), filtered and dried under ... The reactants are C1(=CC(=CC=C1)C(C(=O)O)CC(C)C)C1=CC=CC=C1 (2-Biphenyl-3-yl-4-methyl-pentanoic acid), N[C@H]1[C@@H](CN([C@@H](CC1)C)S(=O)(=O)C1=NC=CC=C1)O ((3R,4R,7R)-4-Amino-7-methyl-1-(pyridine-2-sulfonyl)-azepan-3-ol), CCN=C=NCCCN(C)C (EDCI), C=1C=CC2=C(C1)N=NN2O (HOBT), C(C)(C)N(CC)C(C)C (diisopropylethylamine). Solvent: CN(C)C=O (DMF), CCOC(=O)C (EtOAc). Yields the product C[C@@H]1CC[C@H]([C@@H](CN1S(=O)(=O)C1=NC=CC=C1)O)NC(C(CC(C)C)C=1C=C(C=CC1)C1=CC=CC=C1)=O (2-Biphenyl-3-yl-4-methyl-pentanoic acid [(3R,4R,7R)-7-methyl-3-hydroxy-1-(pyridine-2-sulfonyl)-azepan-4-yl]-amide). The yield is 61.6%. As a reaction SMILES: [C:1]1([C:15]2[CH:20]=[CH:19][CH:18]=[CH:17][CH:16]=2)[CH:6]=[CH:5][CH:4]=[C:3]([CH:7]([CH2:11][CH:12]([CH3:14])[CH3:13])[C:8](O)=[O:9])[CH:2]=1.[NH2:21][C@@H:22]1[CH2:28][CH2:27][C@@H:26]([CH3:29])[N:25]([S:30]([C:33]2[CH:38]=[CH:37][CH:36]=[CH:35][N:34]=2)(=[O:32])=[O:31])[CH2:24][C@H:23]1[OH:39].CCN=C=NCCCN(C)C.C1C=CC2N(O)N=NC=2C=1.C(N(C(C)C)CC)(C)C>CN(C=O)C.CCOC(C)=O>[CH3:29][C@H:26]1[N:25]([S:30]([C:33]2[CH:38]=[CH:37][CH:36]=[CH:35][N:34]=2)(=[O:32])=[O:31])[CH2:24][C@@H:23]([OH:39])[C@H:22]([NH:21][C:8](=[O:9])[CH:7]([C:3]2[CH:2]=[C:1]([C:15]3[CH:20]=[CH:19][CH:18]=[CH:17][CH:16]=3)[CH:6]=[CH:5][CH:4]=2)[CH2:11][CH:12]([CH3:14])[CH3:13])[CH2:28][CH2:27]1. Reported procedure: 2-Biphenyl-3-yl-4-methyl-pentanoic acid (270 mg, 1.0 mmol, preparation described in J. Am. Chem. Soc. 1997, 120, 9114), and (3R,4R,7R)-4-Amino-7-methyl-1-(pyridine-2-sulfonyl)-azepan-3-ol (320 mg, 1.0 mmol, Example 1k), EDCI (190 mg, 1.0 mmol), HOBT (135 mg, 1.0 mmol) and diisopropylethylamine (1.7 g, 0.23 ml, 1.3 mmol) in DMF (5 ml) were stirred at RT for 4 h. The reaction mixture was diluted with EtOAc (20 ml), washed with H2O, brine, dried with magnesium sulfate, filtered, concentrated in vac...